Dataset: the Open Reaction Database (ORD), a public repository of structured organic reaction records. Task: describe an organic reaction: reactants, conditions, products, and yield Reactants: C(C1=CC=CC=C1)N1N=CC(=C(C1=O)Cl)OC (2-Benzyl-4-chloro-5-methoxy-3(2H)-pyridazinone), CSC1=CC=C(C=C1)B(O)O (4-(methylthio)phenylboronic acid), 5-hydroxy, 5-trifluoromethylsulfonyloxy. Yields the product C(C1=CC=CC=C1)N1N=CC(=C(C1=O)Cl)C1=CC=C(C=C1)SC (2-benzyl-4-chloro-5-[4-(methylthio)phenyl]-3(2H)-pyridazinone). RXN SMILES: [CH2:1]([N:8]1[C:13](=[O:14])[C:12]([Cl:15])=[C:11](OC)[CH:10]=[N:9]1)[C:2]1[CH:7]=[CH:6][CH:5]=[CH:4][CH:3]=1.[CH3:18][S:19][C:20]1[CH:25]=[CH:24][C:23](B(O)O)=[CH:22][CH:21]=1>>[CH2:1]([N:8]1[C:13](=[O:14])[C:12]([Cl:15])=[C:11]([C:23]2[CH:24]=[CH:25][C:20]([S:19][CH3:18])=[CH:21][CH:22]=2)[CH:10]=[N:9]1)[C:2]1[CH:7]=[CH:6][CH:5]=[CH:4][CH:3]=1. Procedure details: 2-Benzyl-4-chloro-5-methoxy-3(2H)-pyridazinone (J. Het. Chem., 1996, 33, 1579-1582) was converted to the 5-hydroxy-analog according to the method of Example 7 and then to the 5-trifluoromethylsulfonyloxy-analog according to the method of Example 8. Subsequent coupling to 4-(methylthio)phenylboronic acid, according to the method of Example 9, provided 2-benzyl-4-chloro-5-[4-(methylthio)phenyl]-3(2H)-pyridazinone. This intermediate was coupled with 4-chlorophenylboronic acid according to the metho... Starting materials: CC=CC=CC(=O)Cl, CN(C)c1ccncc1, C1CCOC1, NS(=O)(=O)c1ccccc1NC(=O)c1ccc(C#Cc2ccccc2)cc1. Yields the product CC=CC=CC(=O)NS(=O)(=O)c1ccccc1NC(=O)c1ccc(C#Cc2ccccc2)cc1. As a reaction SMILES: [C:1]([CH:2]=[CH:3][CH:4]=[CH:5][CH3:6])(=[O:7])[Cl:8].[CH3:36][N:37]([CH3:38])[c:39]1[cH:40][cH:41][n:42][cH:43][cH:44]1.[O:45]1[CH2:46][CH2:47][CH2:48][CH2:49]1.[c:9]1([C:15]#[C:16][c:17]2[cH:18][cH:19][c:20]([C:21](=[O:22])[NH:23][c:24]3[c:25]([S:30]([NH2:31])(=[O:32])=[O:33])[cH:26][cH:27][cH:28][cH:29]3)[cH:34][cH:35]2)[cH:10][cH:11][cH:12][cH:13][cH:14]1>>[C:1]([CH:2]=[CH:3][CH:4]=[CH:5][CH3:6])(=[O:7])[NH:31][S:30]([c:25]1[c:24]([NH:23][C:21]([c:20]2[cH:19][cH:18][c:17]([C:16]#[C:15][c:9]3[cH:10][cH:11][cH:12][cH:13][cH:14]3)[cH:35][cH:34]2)=[O:22])[cH:29][cH:28][cH:27][cH:26]1)(=[O:32])=[O:33].